Dataset: the Open Reaction Database (ORD), a public repository of structured organic reaction records. Task: describe an organic reaction: reactants, conditions, products, and yield The reactants are COC1=CC=C(C=C1)C(C)=O (p-methoxyacetophenone), C([O-])(O)=O.[Na+] (sodium bicarbonate). The reagents and catalysts are C1=CC=C(C=C1)P(C2=CC=CC=C2)C3=CC=CC=C3.C1=CC=C(C=C1)P(C2=CC=CC=C2)C3=CC=CC=C3.C1=CC=C(C=C1)P(C2=CC=CC=C2)C3=CC=CC=C3.[Cl-].[Cl-].[Ru+2] (Tris(triphenylphosphine)ruthenium(II) chloride), [Fe] (Fe). Run in O1CCCC1 (tetrahydrofuran), O1CCCC1 (tetrahydrofuran). Conditions: temperature 65 celsius, time 1 hour. Product: COC1=CC=C(C=C1)C(C)O (1-(p-methoxyphenyl)ethanol). Reaction SMILES: [CH3:1][O:2][C:3]1[CH:8]=[CH:7][C:6]([C:9](=[O:11])[CH3:10])=[CH:5][CH:4]=1.C(=O)(O)[O-].[Na+]>O1CCCC1.C1C=CC(P(C2C=CC=CC=2)C2C=CC=CC=2)=CC=1.C1C=CC(P(C2C=CC=CC=2)C2C=CC=CC=2)=CC=1.C1C=CC(P(C2C=CC=CC=2)C2C=CC=CC=2)=CC=1.[Cl-].[Cl-].[Ru+2].[Fe]>[CH3:1][O:2][C:3]1[CH:8]=[CH:7][C:6]([CH:9]([OH:11])[CH3:10])=[CH:5][CH:4]=1 |f:1.2,4.5.6.7.8.9|. Procedure: Tris(triphenylphosphine)ruthenium(II) chloride (1.9 mg, 2 μmol, 0.5 mol %) and a chiral ligand (M=Fe, R=i-Pr, Ar=3,5-Me2C6H3—, 1.3 μmol, 0.33 mol %) were dissolved in tetrahydrofuran (3 mL) under nitrogen atmosphere, and then heated and stirred for 1 h at 65° C. After the mixture was cooled to room temperature, p-methoxyacetophenone (0.4 mmol), tetrahydrofuran (2 mL) and an aqueous solution of sodium bicarbonate (0.4 mL, 0.2 M) were added thereto. Thereafter, the reaction system was placed in an... Starting materials: FC=1C(=C(C=C(C1F)F)N)N (3,4,5-Trifluoro-1,2-phenylenediamine), C(C)(C)N=C=S (isopropyl isothiocyanate), CC1=CC=C(C=C1)S(=O)(=O)[O-].C[N+]1(CCOCC1)CCN=C=NC2CCCCC2 (1-cyclohexyl-3-(2-morpholinoethyl)carbodiimide metho-p-toluenesulfonate). Run in N1=CC=CC=C1 (pyridine). Yields the product FC1=C(C(=CC=2NC(=NC21)NC(C)C)F)F (4,5,6-Trifluoro-N-(1-methylethyl)-1H-benzimidazol-2-amine). Isolated yield 56.9%. As a reaction SMILES: [F:1][C:2]1[C:3]([NH2:11])=[C:4]([NH2:10])[CH:5]=[C:6]([F:9])[C:7]=1[F:8].[CH:12]([N:15]=[C:16]=S)([CH3:14])[CH3:13].CC1C=CC(S([O-])(=O)=O)=CC=1.C[N+]1(CCN=C=NC2CCCCC2)CCOCC1>N1C=CC=CC=1>[F:1][C:2]1[C:3]2[N:11]=[C:16]([NH:15][CH:12]([CH3:14])[CH3:13])[NH:10][C:4]=2[CH:5]=[C:6]([F:9])[C:7]=1[F:8] |f:2.3|. Reported procedure: 3,4,5-Trifluoro-1,2-phenylenediamine (6.0 g, 31.2 mmol), isopropyl isothiocyanate (3.6 g, 35.6 mmol), 1-cyclohexyl-3-(2-morpholinoethyl)carbodiimide metho-p-toluenesulfonate (17.0 g, 40.1 mmol) and pyridine (225 mL) were used according to general procedure I. The title compound was recrystallized from 1,4-dioxane to provide a white solid (4.07 g, 57%); m.p. 182-184° C.; 1H NMR (DMSO-d6) δ: 10.97 (br s, 1H, NH), 7.01 (m, 1H, Ar—H), 6.80 (br s, 1H, NH), 3.91 (m, 1H, CH), 1.20 (d, J=6.4 Hz, 6H, ove...